Dataset: the Open Reaction Database (ORD), a public repository of structured organic reaction records. Task: describe an organic reaction: reactants, conditions, products, and yield Reactants: C(C)[O-].[Na+] (sodium ethanolate), COC=1C=C(C=CC1OC)C1=NNC([C@H]2CCCC[C@@H]12)=O ((cis)-4-(3,4-Dimethoxyphenyl)-4a,5,6,7,8,8a-hexahydro-2H-phthalazin-1-one), C(C#C)Br (propargylbromide), COC=1C=C(C=CC1OC)C1=NN(C([C@H]2CCCC[C@@H]12)=O)C ((cis)-4-(3,4-Dimethoxyphenyl)-2-methyl-4a,5,6,7,8,8a-hexahydro-2H-phthalazin-1-one). The product is COC=1C=C(C=CC1OC)C1=NN(C([C@H]2CCCC[C@@H]12)=O)CC#C ((cis)-4-(3,4-Dimethoxyphenyl)-2-propargyl-4a,5,6,7,8,8a-hexahydro-2H-phthalazin-1-one). Reaction SMILES: [CH3:1][O:2][C:3]1[CH:4]=[C:5]([C:11]2[C@H:20]3[C@H:15]([CH2:16][CH2:17][CH2:18][CH2:19]3)[C:14](=[O:21])[NH:13][N:12]=2)[CH:6]=[CH:7][C:8]=1[O:9][CH3:10].[CH2:22](Br)[C:23]#[CH:24].COC1C=C(C2[C@H]3[C@H](CCCC3)C(=O)N(C)N=2)C=CC=1OC.C([O-])C.[Na+]>>[CH3:1][O:2][C:3]1[CH:4]=[C:5]([C:11]2[C@H:20]3[C@H:15]([CH2:16][CH2:17][CH2:18][CH2:19]3)[C:14](=[O:21])[N:13]([CH2:24][C:23]#[CH:22])[N:12]=2)[CH:6]=[CH:7][C:8]=1[O:9][CH3:10] |f:3.4|. Procedure: Prepared from compound 1 and propargylbromide as described for compound 8, using sodium ethanolate instead of sodium hydride. Purified by chromatography (dichloromethane). Crystallized from methanol. M.p. 118-121° C. Starting materials: CC(C)(C)OC(=O)c1ccc(-c2ccccc2)cc1NC(=O)c1ccc(I)cc1OCc1ccccc1, CCOC(C)=O, COCCOC, CC1(C)OB(c2ccncc2)OC1(C)C, [Na+], [Na+], O=C([O-])[O-], O, Cl[Pd]Cl, c1ccc(P(c2ccccc2)c2ccccc2)cc1, c1ccc(P(c2ccccc2)c2ccccc2)cc1. Yields the product CC(C)(C)OC(=O)c1ccc(-c2ccccc2)cc1NC(=O)c1ccc(-c2ccncc2)cc1OCc1ccccc1. RXN SMILES: [CH2:28]([c:29]1[cH:30][cH:31][cH:32][cH:33][cH:34]1)[O:35][c:36]1[c:37]([C:38](=[O:39])[NH:40][c:41]2[c:42]([C:43](=[O:44])[O:45][C:46]([CH3:47])([CH3:48])[CH3:49])[cH:50][cH:51][c:52](-[c:54]3[cH:55][cH:56][cH:57][cH:58][cH:59]3)[cH:53]2)[cH:60][cH:61][c:62]([I:64])[cH:63]1.[CH3:106][CH2:107][O:108][C:109](=[O:110])[CH3:111].[CH3:1][O:2][CH2:3][CH2:4][O:5][CH3:6].[CH3:7][C:8]1([CH3:9])[C:10]([CH3:11])([CH3:12])[O:13][B:14]([c:15]2[cH:16][cH:17][n:18][cH:19][cH:20]2)[O:21]1.[Na+:22].[Na+:23].[O-:24][C:25](=[O:26])[O-:27].[OH2:112].[Pd:65]([Cl:66])[Cl:67].[c:68]1([P:69]([c:70]2[cH:71][cH:72][cH:73][cH:74][cH:75]2)[c:76]2[cH:77][cH:78][cH:79][cH:80][cH:81]2)[cH:82][cH:83][cH:84][cH:85][cH:86]1.[c:87]1([P:88]([c:89]2[cH:90][cH:91][cH:92][cH:93][cH:94]2)[c:95]2[cH:96][cH:97][cH:98][cH:99][cH:100]2)[cH:101][cH:102][cH:103][cH:104][cH:105]1>>[c:15]1(-[c:62]2[cH:61][cH:60][c:37]([C:38](=[O:39])[NH:40][c:41]3[c:42]([C:43](=[O:44])[O:45][C:46]([CH3:47])([CH3:48])[CH3:49])[cH:50][cH:51][c:52](-[c:54]4[cH:55][cH:56][cH:57][cH:58][cH:59]4)[cH:53]3)[c:36]([O:35][CH2:28][c:29]3[cH:30][cH:31][cH:32][cH:33][cH:34]3)[cH:63]2)[cH:16][cH:17][n:18][cH:19][cH:20]1. Reactants: CCOC(=O)CN(CC(C)C)S(=O)(=O)c1ccc(N2CCC(NCC(O)c3ccc(O)c(NS(C)(=O)=O)c3)CC2)cc1, CS(C)=O. Product: CC(C)CN(CC(=O)O)S(=O)(=O)c1ccc(N2CCC(NCC(O)c3ccc(O)c(NS(C)(=O)=O)c3)CC2)cc1. Reaction SMILES: [CH2:1]([CH3:2])[O:3][C:4]([CH2:5][N:6]([CH2:7][CH:8]([CH3:9])[CH3:10])[S:11](=[O:12])(=[O:13])[c:14]1[cH:15][cH:16][c:17]([N:20]2[CH2:21][CH2:22][CH:23]([NH:26][CH2:27][CH:28]([c:29]3[cH:30][c:31]([NH:36][S:37](=[O:38])(=[O:39])[CH3:40])[c:32]([OH:35])[cH:33][cH:34]3)[OH:41])[CH2:24][CH2:25]2)[cH:18][cH:19]1)=[O:42].[CH3:43][S:44]([CH3:45])=[O:46]>>[O:3]=[C:4]([CH2:5][N:6]([CH2:7][CH:8]([CH3:9])[CH3:10])[S:11](=[O:12])(=[O:13])[c:14]1[cH:15][cH:16][c:17]([N:20]2[CH2:21][CH2:22][CH:23]([NH:26][CH2:27][CH:28]([c:29]3[cH:30][c:31]([NH:36][S:37](=[O:38])(=[O:39])[CH3:40])[c:32]([OH:35])[cH:33][cH:34]3)[OH:41])[CH2:24][CH2:25]2)[cH:18][cH:19]1)[OH:42]. Reactants: [Si](C)(C)(C(C)(C)C)OCC=1C=C(C=CC1CO[Si](C)(C)C(C)(C)C)CCC1=CC=C(S1)C(CC)=O (1-{5-[2-(3,4-bis(tert-butyldimethylsilanyloxymethyl)phenyl)ethyl]-2-thienyl}-1-propanone), [Br-].C(=O)(O)CCC[P+](C1=CC=CC=C1)(C1=CC=CC=C1)C1=CC=CC=C1 ((3-carboxypropyl)triphenylphosphonium bromide), CC(C)([O-])C.[K+] (potassium tert-butoxide). The product is [Si](C)(C)(C(C)(C)C)OCC=1C=C(C=CC1CO[Si](C)(C)C(C)(C)C)CCC1=CC=C(S1)/C(=C/CCC(=O)O)/CC ((E)-5-{5-[2-(3,4-bis(tert-Butyldimethylsilanyloxy-methyl)phenyl)ethyl]-2-thienyl}-4-heptenoic Acid). As a reaction SMILES: [Si:1]([O:8][CH2:9][C:10]1[CH:11]=[C:12]([CH2:25][CH2:26][C:27]2[S:31][C:30]([C:32](=O)[CH2:33][CH3:34])=[CH:29][CH:28]=2)[CH:13]=[CH:14][C:15]=1[CH2:16][O:17][Si:18]([C:21]([CH3:24])([CH3:23])[CH3:22])([CH3:20])[CH3:19])([C:4]([CH3:7])([CH3:6])[CH3:5])([CH3:3])[CH3:2].[Br-].[C:37]([CH2:40]CC[P+](C1C=CC=CC=1)(C1C=CC=CC=1)C1C=CC=CC=1)([OH:39])=[O:38].[CH3:62][C:63](C)([O-])C.[K+]>>[Si:1]([O:8][CH2:9][C:10]1[CH:11]=[C:12]([CH2:25][CH2:26][C:27]2[S:31][C:30](/[C:32](/[CH2:62][CH3:63])=[CH:33]/[CH2:34][CH2:40][C:37]([OH:39])=[O:38])=[CH:29][CH:28]=2)[CH:13]=[CH:14][C:15]=1[CH2:16][O:17][Si:18]([C:21]([CH3:22])([CH3:23])[CH3:24])([CH3:20])[CH3:19])([C:4]([CH3:5])([CH3:7])[CH3:6])([CH3:2])[CH3:3] |f:1.2,3.4|. Procedure: In a manner similar to that of Example 6(i), by reaction of 5.08 g (9.5 mmol) of 1-{5-[2-(3,4-bis(tert-butyldimethylsilanyloxymethyl)phenyl)ethyl]-2-thienyl}-1-propanone with 6.1 g (14 mmol) of (3-carboxypropyl)triphenylphosphonium bromide and 3.1 g (28 mmol) of potassium tert-butoxide, the desired product is obtained in the form of a yellow oil (m=2.7 g; Y=48%). Conditions: time 1 hour. Reactants: C(C)(C)(C)OC(CN1C(=NC2=C1C=CC=C2)SCCNC(=O)OC(C)(C)C)=O (tert-butyl[2-(2-tert-butoxycarbonylamino-ethylsulfanyl)-benzoimidazol-1-yl]-acetate), Cl (HCl). Product: [Cl-].C(C)(C)(C)OC(=O)CN1C(=NC2=C1C=CC=C2)SCC[NH3+] (2-(1-tert-butoxycarbonylmethyl-1H-benzoimidazol-2-ylsulfanyl)-ethyl-ammonium chloride). Run in CCOC(=O)C (AcOEt). Procedure details: tert-butyl[2-(2-tert-butoxycarbonylamino-ethylsulfanyl)-benzoimidazol-1-yl]-acetate (Precursor V-02b) is dissolved in 3M HCl in AcOEt and stirred for 1 h at rt. Evaporation of the solvent in vacuo yields 2-(1-tert-butoxycarbonylmethyl-1H-benzoimidazol-2-ylsulfanyl)-ethyl-ammonium chloride as a colourless solid. To a solution of n-butylchloroformate (14.9 mg, 14 μl, 0.11 mmol) in dry THF (0.5 ml) cooled to 0° C. is added a solution of HOBt (17.3 mg, 0.11 mmol) and DIPEA (18 mg, 23.8 μl, 0.14 mmol... As a reaction SMILES: [C:1]([O:5][C:6](=[O:28])[CH2:7][N:8]1[C:12]2[CH:13]=[CH:14][CH:15]=[CH:16][C:11]=2[N:10]=[C:9]1[S:17][CH2:18][CH2:19][NH:20]C(OC(C)(C)C)=O)([CH3:4])([CH3:3])[CH3:2].[ClH:29]>CCOC(C)=O>[Cl-:29].[C:1]([O:5][C:6]([CH2:7][N:8]1[C:12]2[CH:13]=[CH:14][CH:15]=[CH:16][C:11]=2[N:10]=[C:9]1[S:17][CH2:18][CH2:19][NH3+:20])=[O:28])([CH3:4])([CH3:3])[CH3:2] |f:3.4|. Reactants: COC(=O)c1ccc2c(c1)c(Cc1ccc(C(=O)NS(=O)(=O)c3ccccc3C)cc1OC)cn2C, Cl, [Na+], C1CCOC1, [OH-]. The product is COc1cc(C(=O)NS(=O)(=O)c2ccccc2C)ccc1Cc1cn(C)c2ccc(C(=O)O)cc12. Reaction SMILES: [CH3:1][O:2][C:3](=[O:4])[c:5]1[cH:6][c:7]2[c:8]([CH2:15][c:16]3[c:17]([O:35][CH3:36])[cH:18][c:19]([C:20](=[O:21])[NH:22][S:23](=[O:24])(=[O:25])[c:26]4[c:27]([CH3:32])[cH:28][cH:29][cH:30][cH:31]4)[cH:33][cH:34]3)[cH:9][n:10]([CH3:14])[c:11]2[cH:12][cH:13]1.[ClH:39].[Na+:38].[O:40]1[CH2:41][CH2:42][CH2:43][CH2:44]1.[OH-:37]>>[O:2]=[C:3]([OH:4])[c:5]1[cH:6][c:7]2[c:8]([CH2:15][c:16]3[c:17]([O:35][CH3:36])[cH:18][c:19]([C:20](=[O:21])[NH:22][S:23](=[O:24])(=[O:25])[c:26]4[c:27]([CH3:32])[cH:28][cH:29][cH:30][cH:31]4)[cH:33][cH:34]3)[cH:9][n:10]([CH3:14])[c:11]2[cH:12][cH:13]1.